Task: describe an organic reaction: reactants, conditions, products, and yield. Dataset: the Open Reaction Database (ORD), a public repository of structured organic reaction records Starting materials: O=C([O-])O, CO, CC(C)C(O)(c1ccc2cc(C(=O)NC3CC3)ccc2c1)c1cn(C(c2ccccc2)(c2ccccc2)c2ccccc2)cn1, [Cl-], [Na+], c1cc[nH+]cc1. Yields the product CC(C)C(O)(c1ccc2cc(C(=O)NC3CC3)ccc2c1)c1c[nH]cn1. RXN SMILES: [C:53](=[O:54])([OH:55])[O-:56].[CH3:58][OH:59].[CH:1]1([NH:4][C:5](=[O:6])[c:7]2[cH:8][c:9]3[cH:10][cH:11][c:12]([C:17]([CH:18]([CH3:19])[CH3:20])([c:21]4[n:22][cH:23][n:24]([C:26]([c:27]5[cH:28][cH:29][cH:30][cH:31][cH:32]5)([c:33]5[cH:34][cH:35][cH:36][cH:37][cH:38]5)[c:39]5[cH:40][cH:41][cH:42][cH:43][cH:44]5)[cH:25]4)[OH:45])[cH:13][c:14]3[cH:15][cH:16]2)[CH2:2][CH2:3]1.[Cl-:46].[Na+:57].[nH+:47]1[cH:48][cH:49][cH:50][cH:51][cH:52]1>>[CH:1]1([NH:4][C:5](=[O:6])[c:7]2[cH:8][c:9]3[cH:10][cH:11][c:12]([C:17]([CH:18]([CH3:19])[CH3:20])([c:21]4[n:22][cH:23][nH:24][cH:25]4)[OH:45])[cH:13][c:14]3[cH:15][cH:16]2)[CH2:2][CH2:3]1. The reactants are C1(=CC=CC=C1)C(CC(=O)C1=CC=C(C=C1)OC)=O (1-phenyl-3-(p-methoxyphenyl)-1,3-propanedione), C(C)OC(CBr)=O (bromoacetic acid-ethyl ester). The product is C(C)OC(CC(C(C1=CC=C(C=C1)OC)=O)C(C1=CC=CC=C1)=O)=O (3-benzoyl-3-p-anisoyl-propionic acid-ethyl ester). As a reaction SMILES: [C:1]1([C:7](=[O:19])[CH2:8][C:9]([C:11]2[CH:16]=[CH:15][C:14]([O:17][CH3:18])=[CH:13][CH:12]=2)=[O:10])[CH:6]=[CH:5][CH:4]=[CH:3][CH:2]=1.[CH2:20]([O:22][C:23](=[O:26])[CH2:24]Br)[CH3:21]>>[CH2:20]([O:22][C:23](=[O:26])[CH2:24][CH:8]([C:7](=[O:19])[C:1]1[CH:6]=[CH:5][CH:4]=[CH:3][CH:2]=1)[C:9](=[O:10])[C:11]1[CH:12]=[CH:13][C:14]([O:17][CH3:18])=[CH:15][CH:16]=1)[CH3:21]. Reported procedure: By a method analogous to that described in Example 28, 1-phenyl-3-(p-methoxyphenyl)-1,3-propanedione was reacted with bromoacetic acid-ethyl ester to form 3-benzoyl-3-p-anisoyl-propionic acid-ethyl ester, which was further reacted with phenylhydrazine to form 1,3-diphenyl-5-(p-methoxyphenyl)-pyrazol-4-acetic acid-ethyl ester, from which was obtained by saponification 1,3-diphenyl-5-(p-methoxyphenyl)-pyrazol-4-acetic acid having a melting point of 160°-163° C. Reactants: C(C1=CC=CC=C1)(=O)OOC(C1=CC=CC=C1)=O (benzoyl peroxide), C(C=C)(=O)OCCCCCCC(C)C (isononyl acrylate), O (water), polyvinyl alcohol. The solvent is C=CC1=CC=CC=C1 (styrene). Run at temperature 60 celsius. Product: C=CC1=CC=CC=C1.C(C=C)(=O)OCCCCCCC(C)C (styrene isononyl acrylate). Yield: 318.7%. RXN SMILES: O.C(OOC(=O)C1C=CC=CC=1)(=O)C1C=CC=CC=1.[C:20]([O:24][CH2:25][CH2:26][CH2:27][CH2:28][CH2:29][CH2:30][CH:31]([CH3:33])[CH3:32])(=[O:23])[CH:21]=[CH2:22]>C=CC1C=CC=CC=1>[CH2:33]=[CH:31][C:30]1[CH:25]=[CH:26][CH:27]=[CH:28][CH:29]=1.[C:20]([O:24][CH2:25][CH2:26][CH2:27][CH2:28][CH2:29][CH2:30][CH:31]([CH3:33])[CH3:32])(=[O:23])[CH:21]=[CH2:22] |f:4.5|. Procedure details: Pure water and polyvinyl alcohol as a suspending agent were charged in amounts of 35 kg and 320 g into an autoclave having a volume of 50 l to prepare an aqueous medium. After dissolving 180 g of benzoyl peroxide in 10.8 kg of styrene (SM) and 7.2 kg of isononyl acrylate (INA), the obtained mixture was added to the medium and the mixture was stirred to prepare a suspension. After nitrogen was introduced into the autoclave in order to substitute its interior with nitrogen, the autoclave was heate... Procedure: The title compound was prepared by substituting 3-(4-(trifluoromethyl)phenyl)propanal for 3-(trifluoromethyl)benzaldehyde and 3-methyl-N-[(3aR,4S,6aS)-octahydrocyclopenta[c]pyrrol-4-yl]-2-phenylbutanamide from Example 83 Step A for 2,2-dicyclohexyl-N-[(3aS,4S,6aR)-octahydrocyclopenta[c]pyrrol-4-yl]acetamide in the procedure described for Example 54: 1H NMR (500 MHz, pyridine-d5) δ ppm 7.69-7.62 (m, 4H), 7.39 (d, J=8.0, 1H), 7.37-7.32 (m, 3H), 7.26 (t, J=7.3, 1H), 4.41-4.33 (m, 1H), 3.25 (d, J=10... RXN SMILES: [F:1][C:2]([F:12])([F:11])[C:3]1[CH:4]=[C:5]([CH:8]=[CH:9][CH:10]=1)C=O.[CH3:13][CH:14]([CH3:33])[CH:15]([C:27]1[CH:32]=[CH:31][CH:30]=[CH:29][CH:28]=1)[C:16]([NH:18][C@@H:19]1[C@@H:26]2[C@@H:22]([CH2:23][NH:24][CH2:25]2)[CH2:21][CH2:20]1)=[O:17].[CH:34]1(C(C2CCCCC2)C(N[C@@H]2[C@H]3[C@H](CNC3)CC2)=O)[CH2:39]CCC[CH2:35]1>>[CH3:13][CH:14]([CH3:33])[CH:15]([C:27]1[CH:28]=[CH:29][CH:30]=[CH:31][CH:32]=1)[C:16]([NH:18][C@@H:19]1[C@@H:26]2[C@@H:22]([CH2:23][N:24]([CH2:35][CH2:34][CH2:39][C:8]3[CH:9]=[CH:10][C:3]([C:2]([F:1])([F:11])[F:12])=[CH:4][CH:5]=3)[CH2:25]2)[CH2:21][CH2:20]1)=[O:17]. Reactants: FC(C=1C=C(C=O)C=CC1)(F)F (3-(trifluoromethyl)benzaldehyde), CC(C(C(=O)N[C@H]1CC[C@@H]2CNC[C@@H]21)C2=CC=CC=C2)C (3-Methyl-N-[(3aR,4S,6aS)-octahydrocyclopenta[c]pyrrol-4-yl]-2-phenylbutanamide), C1(CCCCC1)C(C(=O)N[C@H]1CC[C@H]2CNC[C@H]21)C2CCCCC2 (2,2-dicyclohexyl-N-[(3aS,4S,6aR)-octahydrocyclopenta[c]pyrrol-4-yl]acetamide). The product is CC(C(C(=O)N[C@H]1CC[C@@H]2CN(C[C@@H]21)CCCC2=CC=C(C=C2)C(F)(F)F)C2=CC=CC=C2)C (3-methyl-2-phenyl-N-((3aR,4S,6aS)-2-{3-[4-(trifluoromethyl)phenyl]propyl}octahydrocyclopenta[c]pyrrol-4-yl)butanamide). Reactants: C(C)O (ethanol), C(C=C)(=O)OCC (ethyl acrylate), C=1CCCN2CCC3=C(C12)NC1=CC=CC=C13 (2,3,4,6,7,12-hexahydro-indolo[2,3-a]quinolizine). Run in ClCCl (dichloromethane). Run at time 2 day. The product is C(C)OC(=O)CCC1CCCN2CCC3=C(C12)NC1=CC=CC=C13 (1-(2'-Ethoxycarbonyl-ethyl)-2,3,4,6,7,12-hexahydro-1H-indolo[2,3-a]quinolizine). Reaction SMILES: [CH:1]1[CH2:2][CH2:3][CH2:4][N:5]2[C:10]=1[C:9]1[NH:11][C:12]3[C:17]([C:8]=1[CH2:7][CH2:6]2)=[CH:16][CH:15]=[CH:14][CH:13]=3.C(O)C.[C:21]([O:25][CH2:26][CH3:27])(=[O:24])[CH:22]=[CH2:23]>ClCCl>[CH2:26]([O:25][C:21]([CH2:22][CH2:23][CH:1]1[CH:10]2[N:5]([CH2:6][CH2:7][C:8]3[C:17]4[C:12](=[CH:13][CH:14]=[CH:15][CH:16]=4)[NH:11][C:9]=32)[CH2:4][CH2:3][CH2:2]1)=[O:24])[CH3:27]. Reported procedure: 2.2 g (10 mmoles) of 2,3,4,6,7,12-hexahydro-indolo[2,3-a]quinolizine are dissolved in 100 ml of dichloromethane, 0.5 ml of ethanol and 2.3 g (25 mmoles) of ethyl acrylate are added to the solution, and the mixture is allowed to stand at room temperature for 2 days under argon atmosphere. The solvent is evaporated in vacuo, the residue is triturated with 3×3 ml of petroleum ether, the liquid is decanted, and the solid is dried. Starting materials: BrC1=CN=C2N1N=C(C=C2)N2CCN(CC2)C(SC(C)C)=O (S-isopropyl 4-(3-bromoimidazo[1,2-b]pyridazin-6-yl)piperazine-1-carbothioate), C1(=CC=CC=C1)B(O)O (phenyl boronic acid), O.[O-]P(=O)([O-])[O-].[K+].[K+].[K+] (potassium phosphate tribasic monohydrate), ClCCl (dichloromethane), N#N (N2), N#N (N2). Reagents/catalysts: C1=CC=C(C=C1)P([C-]2C=CC=C2)C3=CC=CC=C3.C1=CC=C(C=C1)P([C-]2C=CC=C2)C3=CC=CC=C3.Cl[Pd]Cl.[Fe+2] ([1,1′-bis(diphenylphosphino) ferrocene]dichloropalladium(II)). The solvent is COCCOC (1,2-dimethoxyethane), O (water). Conditions: temperature 85 celsius. Product: Cl.C1(=CC=CC=C1)C1=CN=C2N1N=C(C=C2)N2CCN(CC2)C(SC(C)C)=O (S-isopropyl 4-(3-phenylimidazo[1,2-b]pyridazin-6-yl)piperazine-1-carbothioate monohydrochloride salt). The yield is 542.9%. Reaction SMILES: Br[C:2]1[N:6]2[N:7]=[C:8]([N:11]3[CH2:16][CH2:15][N:14]([C:17](=[O:22])[S:18][CH:19]([CH3:21])[CH3:20])[CH2:13][CH2:12]3)[CH:9]=[CH:10][C:5]2=[N:4][CH:3]=1.[C:23]1(B(O)O)[CH:28]=[CH:27][CH:26]=[CH:25][CH:24]=1.O.[O-]P([O-])([O-])=O.[K+].[K+].[K+].[Cl:41]CCl.N#N>COCCOC.C1C=CC(P(C2C=CC=CC=2)[C-]2C=CC=C2)=CC=1.C1C=CC(P(C2C=CC=CC=2)[C-]2C=CC=C2)=CC=1.Cl[Pd]Cl.[Fe+2].O>[ClH:41].[C:23]1([C:2]2[N:6]3[N:7]=[C:8]([N:11]4[CH2:16][CH2:15][N:14]([C:17](=[O:22])[S:18][CH:19]([CH3:21])[CH3:20])[CH2:13][CH2:12]4)[CH:9]=[CH:10][C:5]3=[N:4][CH:3]=2)[CH:28]=[CH:27][CH:26]=[CH:25][CH:24]=1 |f:2.3.4.5.6,10.11.12.13,15.16|. Procedure: To a mixture of S-isopropyl 4-(3-bromoimidazo[1,2-b]pyridazin-6-yl)piperazine-1-carbothioate (360.9 mg, 0.9 mmol), phenyl boronic acid [98-80-8] (137.5 mg, 1.1 mmol), potassium phosphate tribasic monohydrate [27176-10-9] (438.1 mg, 1.9 mmol), and [1,1′-bis(diphenylphosphino) ferrocene]dichloropalladium(II), complex with dichloromethane [95464-05-4] (78.4 mg, 0.1 mmol) contained in a 50 mL round bottomed flask was added a solution of 30% (v/v) water in 1,2-dimethoxyethane (25 mL) and a magnetic s... The product is CCn1nc(C)c(C=O)c1Sc1cc(Cl)cc(Cl)c1. Reactants: O=C([O-])[O-], CN(C)C=O, Sc1cc(Cl)cc(Cl)c1, CCn1nc(C)c(C=O)c1Cl, [K+], [K+], O. As a reaction SMILES: [C:21](=[O:22])([O-:23])[O-:24].[CH3:28][N:29]([CH3:30])[CH:31]=[O:32].[Cl:12][c:13]1[cH:14][c:15]([SH:20])[cH:16][c:17]([Cl:19])[cH:18]1.[Cl:1][c:2]1[c:3]([CH:10]=[O:11])[c:4]([CH3:9])[n:5][n:6]1[CH2:7][CH3:8].[K+:25].[K+:26].[OH2:27]>>[c:2]1([S:20][c:15]2[cH:14][c:13]([Cl:12])[cH:18][c:17]([Cl:19])[cH:16]2)[c:3]([CH:10]=[O:11])[c:4]([CH3:9])[n:5][n:6]1[CH2:7][CH3:8].